Dataset: the Open Reaction Database (ORD), a public repository of structured organic reaction records. Task: describe an organic reaction: reactants, conditions, products, and yield Reactants: C(C)(=O)O (acetic acid), O (water), IC=1C=C(C(=CC1)N)N (4-iodobenzene-1,2-diamine), WO2010/065668 A1, C(=O)(OC(C)(C)C)NCC(=O)O (N-Boc-glycine). Solvent: C(C)(=O)OCC (ethyl acetate), O1CCCC1 (tetrahydrofuran), ClC(=O)OCC(C)C (isobutyl chloroformate), CN1CCOCC1 (N-methylmorpholine). Run at time 30 minute. Product: IC=1C=CC2=C(NC(=N2)CNC(OC(C)(C)C)=O)C1 (tert-butyl ((6-iodo-1H-benzo[d]imidazol-2-yl)methyl)carbamate). Isolated yield 78.6%. Reaction SMILES: [C:1]([NH:8][CH2:9][C:10](O)=O)([O:3][C:4]([CH3:7])([CH3:6])[CH3:5])=[O:2].[I:13][C:14]1[CH:15]=[C:16]([NH2:21])[C:17]([NH2:20])=[CH:18][CH:19]=1.C(O)(=O)C.O>O1CCCC1.ClC(OCC(C)C)=O.CN1CCOCC1.C(OCC)(=O)C>[I:13][C:14]1[CH:19]=[CH:18][C:17]2[N:20]=[C:10]([CH2:9][NH:8][C:1](=[O:2])[O:3][C:4]([CH3:7])([CH3:6])[CH3:5])[NH:21][C:16]=2[CH:15]=1. Procedure details: To a solution of N-Boc-glycine (129 mg) in tetrahydrofuran (3.5 mL), isobutyl chloroformate (97 μL) and N-methylmorpholine (81 μL) were added under ice cooling, and the mixture was stirred at the same temperature for 30 minutes. To the reaction mixture, 4-iodobenzene-1,2-diamine (200 mg) synthesized according to the method described in WO2010/065668 A1 was added under ice cooling, and the mixture was stirred at room temperature for 1 hour, and then acetic acid (3.5 mL) was added, and the mixture... Reactants: C(#N)C1=CC=C(C(=O)O)C=C1 (p-cyanobenzoic acid), O1CCN(CC1)N=CC1=CC=C(C(=O)NC2=CC=C3CCC(CC3=C2)CC(=O)OCCO)C=C1 (2-hydroxyethyl 7-[[4-(morpholinoiminomethyl)benzoyl]amino]-1,2,3,4-tetrahydronaphthalene-2-acetate), O1CCN(CC1)N=CC1=CC=C(C(=O)NC2=CC=C3CCC(CC3=C2)CC(=O)OCCOC)C=C1 (2-methoxyethyl 7-[[4-(morpholinoiminomethyl)benzoyl]amino]-1,2,3,4-tetrahydronaphthalene-2-acetate), S(=O)(Cl)Cl (thionyl chloride), C(C(=O)Cl)(=O)Cl (oxalyl chloride), P(Cl)(Cl)Cl (phosphorus trichloride), P(Cl)(Cl)(Cl)(Cl)Cl (phosphorus pentachloride), P(=O)(Cl)(Cl)Cl (phosphorus oxychloride). Run in CN(C=O)C (N,N-dimethylformamide). Yields the product C(#N)C1=C(C(=O)Cl)C=CC=C1 (o-cyanobenzoyl chloride). As a reaction SMILES: C([C:3]1[CH:11]=[CH:10][C:6]([C:7]([OH:9])=O)=[CH:5][CH:4]=1)#N.O1CCN(N=CC2C=CC(C([NH:26][C:27]3C=C4C(CCC(CC(OCCO)=O)C4)=CC=3)=O)=CC=2)CC1.O1CCN(N=CC2C=CC(C(NC3C=C4C(CCC(CC(OCCOC)=O)C4)=CC=3)=O)=CC=2)CC1.S(Cl)([Cl:83])=O.C(Cl)(=O)C(Cl)=O.P(Cl)(Cl)Cl.P(Cl)(Cl)(Cl)(Cl)Cl.P(Cl)(Cl)(Cl)=O>CN(C)C=O>[C:27]([C:5]1[CH:4]=[CH:3][CH:11]=[CH:10][C:6]=1[C:7]([Cl:83])=[O:9])#[N:26]. Procedure: In another process, p-cyanobenzoic acid or the compounds of formula (4) or (5) is reacted with thionyl chloride, oxalyl chloride, phosphorus trichloride, phosphorus pentachloride or phosphorus oxychloride in the presence of a catalytic amount of N,N-dimethylformamide to give o-cyanobenzoyl chloride or the compounds of formula (6) or (7). p-Cyanobenzoyl chloride or the compounds of formula (6) or (7) thus obtained can be reacted with the compounds of formula (2) or (3), or the compounds of formul... Starting materials: Cl(=O)(=O)(=O)[O-].ClC=1C=C(NC1)C=[N+]1CCCC1 (1-(4-chloropyrrol-2-ylmethylene) pyrrolidinium perchlorate). The reagents and catalysts are [Pt]=O (platinum oxide). Solvent: C(C)(=O)OCC (ethyl acetate). Conditions: time 72 hour. Product: Cl(=O)(=O)(=O)O.ClC=1C=C(NC1)CN1CCCC1 (4-chloro- 2-(1-pyrrolidinomethyl)pyrrole perchlorate). As a reaction SMILES: [Cl:1]([O-:5])(=[O:4])(=[O:3])=[O:2].[Cl:6][C:7]1[CH:8]=[C:9]([CH:12]=[N+:13]2[CH2:17][CH2:16][CH2:15][CH2:14]2)[NH:10][CH:11]=1>C(OCC)(=O)C.[Pt]=O>[Cl:1]([OH:5])(=[O:4])(=[O:3])=[O:2].[Cl:6][C:7]1[CH:8]=[C:9]([CH2:12][N:13]2[CH2:17][CH2:16][CH2:15][CH2:14]2)[NH:10][CH:11]=1 |f:0.1,4.5|. Procedure: A suspension of 114.4 g. (0.404 mole) of the product of Example V in 1 l of ethyl acetate is shaken with 1.2 g of platinum oxide under an initial hydrogen pressure of 48 psi. After being shaken for 72 hours, the reaction mixture is filtered and the filter cake is washed exhaustively with ethyl acetate. The filtrate is evaporated to give 4-chloro- 2-(1-pyrrolidinomethyl)pyrrole perchlorate as a brown oil. The reactants are C[O-], CO, O=C1OC(=O)c2cc(Cl)ccc21, [Na+]. The product is O=C(O)c1ccc(Cl)cc1C(=O)O. RXN SMILES: [CH3:13][O-:14].[CH3:16][OH:17].[Cl:1][c:2]1[cH:3][c:4]2[c:5]([cH:11][cH:12]1)[C:6](=[O:7])[O:8][C:9]2=[O:10].[Na+:15]>>[Cl:1][c:2]1[cH:3][c:4]([C:9]([OH:8])=[O:10])[c:5]([C:6](=[O:7])[OH:14])[cH:11][cH:12]1. The reactants are CC(C)(C)OC(=O)Nc1cccc(Cn2ccc(NC(=O)C(CC3CCCC3)c3ccc(S(C)(=O)=O)c(Cl)c3)n2)c1, [Li]CCCC, C[Si](C)(C)N[Si](C)(C)C, CCOC(C)=O, CC(C(O)c1ccccc1)N(C)C(=O)Cc1ccc(SC2CC2)cc1, C1CCOC1. Yields the product CC(C(O)c1ccccc1)N(C)C(=O)C(CC1CCCC1)c1ccc(SC2CC2)cc1. Reaction SMILES: [C:40]([O:41][C:42](=[O:43])[NH:44][c:45]1[cH:46][cH:47][cH:48][c:49]([CH2:50][n:51]2[cH:52][cH:53][c:54]([NH:55][C:56](=[O:57])[CH:58]([c:59]3[cH:60][cH:61][c:68]([S:69]([CH3:70])(=[O:71])=[O:72])[c:73]([Cl:74])[cH:75]3)[CH2:62][CH:63]3[CH2:64][CH2:65][CH2:66][CH2:67]3)[n:76]2)[cH:77]1)([CH3:78])([CH3:79])[CH3:80].[CH2:10]([Li:11])[CH2:12][CH2:13][CH3:14].[CH3:1][Si:2]([CH3:3])([CH3:4])[NH:5][Si:6]([CH3:7])([CH3:8])[CH3:9].[CH3:86][CH2:87][O:88][C:89](=[O:90])[CH3:91].[CH:15]1([S:18][c:19]2[cH:20][cH:21][c:22]([CH2:25][C:26](=[O:27])[N:28]([CH3:29])[CH:30]([CH:31]([c:32]3[cH:33][cH:34][cH:35][cH:36][cH:37]3)[OH:38])[CH3:39])[cH:23][cH:24]2)[CH2:16][CH2:17]1.[O:81]1[CH2:82][CH2:83][CH2:84][CH2:85]1>>[CH:15]1([S:18][c:19]2[cH:20][cH:21][c:22]([CH:25]([C:26](=[O:27])[N:28]([CH3:29])[CH:30]([CH:31]([c:32]3[cH:33][cH:34][cH:35][cH:36][cH:37]3)[OH:38])[CH3:39])[CH2:62][CH:63]3[CH2:64][CH2:65][CH2:66][CH2:67]3)[cH:23][cH:24]2)[CH2:16][CH2:17]1. Reactants: [BH3-]C#N.[Na+] (NaCNBH3), C1(CCC1)=O (cyclobutanone), (HOAc)and, C1(CCCC1)N[C@H]1COC2=C(C1)C(=CC=C2F)OC ((R)-3-(N-cyclopentylamino)-8-fluoro-5- methoxy-3,4-dihydro-2H-1-benzopyran), CC(=O)O (HOAc), product. The solvent is CO (methanol). Run at time 6 day. Product: EtOAc P-ether, C1(CCCC1)N(C1CCC1)[C@H]1COC2=C(C1)C(=CC=C2F)OC ((R)-3-(N-Cyclopentyl-N-cyclobutyl-amino)-8-fluoro-5-methoxy-3,4-dihydro-2H-1-benzopyran). The yield is 48.8%. Reaction SMILES: [CH:1]1([NH:6][C@@H:7]2[CH2:12][C:11]3[C:13]([O:18][CH3:19])=[CH:14][CH:15]=[C:16]([F:17])[C:10]=3[O:9][CH2:8]2)[CH2:5][CH2:4][CH2:3][CH2:2]1.CC(O)=O.[C:24]1(=O)[CH2:27][CH2:26][CH2:25]1.[BH3-]C#N.[Na+]>CO>[CH:1]1([N:6]([C@@H:7]2[CH2:12][C:11]3[C:13]([O:18][CH3:19])=[CH:14][CH:15]=[C:16]([F:17])[C:10]=3[O:9][CH2:8]2)[CH:24]2[CH2:27][CH2:26][CH2:25]2)[CH2:2][CH2:3][CH2:4][CH2:5]1 |f:3.4|. Reported procedure: To a solution of (R)-3-(N-cyclopentylamino)-8-fluoro-5- methoxy-3,4-dihydro-2H-1-benzopyran (0.9 g, 3.4 mmol), HOAc (0.22 g, 3.6 mmol) and cyclobutanone (2g, 30 mmol) in methanol (25 mL), were NaCNBH3 (1 g, 16 mmol) added in portions at room temperature. After stirring for four days GC indicated 37% product. pH was adjusted to 5 (HOAc)and additional (1 g, 15 mmol) cyclobutanone was added. After stirring for further 6 days, GC indicated 64% conversion. The solvent was evaporated and the residue w... The reactants are ClC1=NC(=NS1)C=1SC=CC1 (5-Chloro-3-(thien-2-yl)-[1,2,4]thiadiazole), C(C)(C)[Mg]Cl (iPrMgCl), BrC1=CN=C2N1C=CC(=N2)C(F)(F)F (3-bromo-7-trifluoromethylimidazo[1,2-α]pyrimidine), C(CCC)[Sn](CCCC)(CCCC)Cl (tributyltin chloride). Reagents/catalysts: C=1C=CC(=CC1)[P](C=2C=CC=CC2)(C=3C=CC=CC3)[Pd]([P](C=4C=CC=CC4)(C=5C=CC=CC5)C=6C=CC=CC6)([P](C=7C=CC=CC7)(C=8C=CC=CC8)C=9C=CC=CC9)[P](C=1C=CC=CC1)(C=1C=CC=CC1)C=1C=CC=CC1 (tetrakis(triphenylphosphine)palladium(0)), [Cu]I (Copper(I) iodide). Run in C1CCOC1 (THF). Conditions: temperature -78 celsius, time 15 minute. Product: S1C(=CC=C1)C1=NSC(=N1)C1=CN=C2N1C=CC(=N2)C(F)(F)F (3-[3-(thien-2-yl)-[1,2,4]thiadiazol-5-yl]-7-trifluoromethylimidazo[1,2-α]pyrimidine). The yield is 25.8%. As a reaction SMILES: C([Mg]Cl)(C)C.Br[C:7]1[N:11]2[CH:12]=[CH:13][C:14]([C:16]([F:19])([F:18])[F:17])=[N:15][C:10]2=[N:9][CH:8]=1.C([Sn](Cl)(CCCC)CCCC)CCC.Cl[C:35]1[S:39][N:38]=[C:37]([C:40]2[S:41][CH:42]=[CH:43][CH:44]=2)[N:36]=1>C1COCC1.C1C=CC([P]([Pd]([P](C2C=CC=CC=2)(C2C=CC=CC=2)C2C=CC=CC=2)([P](C2C=CC=CC=2)(C2C=CC=CC=2)C2C=CC=CC=2)[P](C2C=CC=CC=2)(C2C=CC=CC=2)C2C=CC=CC=2)(C2C=CC=CC=2)C2C=CC=CC=2)=CC=1.[Cu]I>[S:41]1[CH:42]=[CH:43][CH:44]=[C:40]1[C:37]1[N:36]=[C:35]([C:7]2[N:11]3[CH:12]=[CH:13][C:14]([C:16]([F:19])([F:18])[F:17])=[N:15][C:10]3=[N:9][CH:8]=2)[S:39][N:38]=1 |^1:53,55,74,93|. Reported procedure: A solution of iPrMgCl (2.0M in THF, 1.13 ml, 2.26 mmol) was added dropwise to a stirred suspension of 3-bromo-7-trifluoromethylimidazo[1,2-α]pyrimidine (547 mg, 2.06 mmol) in THF (20 ml) at −78° C. under N2. The resulting solution was stirred at −78° C. for 15 min and then tributyltin chloride (670 μl, 2.47 mmol) was added. The reaction was warmed to 0° C. and stirred for 1 h. 5-Chloro-3-(thien-2-yl)-[1,2,4]thiadiazole (500 mg, 2.47 mmol) and tetrakis(triphenylphosphine)palladium(0) (237 mg, 0.2... The reactants are ClCC(=O)N1[C@@H](CC[C@@H]1C#C)C#N ((2S,5R)-1-(chloroacetyl)-5-ethynylpyrrolidine-2-carbonitrile), NC12CC3(CC(CC(C1)C3)C2)O (3-amino-1-adamantanol). The solvent is C(C)#N (acetonitrile). Run at time 2 day. Yields the product C(#C)[C@H]1CC[C@H](N1C(CNC12CC3(C[C@H](C[C@@H](C1)C3)C2)O)=O)C#N ((2S,5R)-5-ethynyl-1-{N-((5R,7S)-3-hydroxy-1-adamantyl)glycyl}pyrrolidine-2-carbonitrile). RXN SMILES: Cl[CH2:2][C:3]([N:5]1[C@@H:9]([C:10]#[CH:11])[CH2:8][CH2:7][C@H:6]1[C:12]#[N:13])=[O:4].[NH2:14][C:15]12[CH2:24][CH:19]3[CH2:20][CH:21]([CH2:23][C:17]([OH:25])([CH2:18]3)[CH2:16]1)[CH2:22]2>C(#N)C>[C:10]([C@@H:9]1[N:5]([C:3](=[O:4])[CH2:2][NH:14][C:15]23[CH2:24][C@H:19]4[CH2:20][C@H:21]([CH2:23][C:17]([OH:25])([CH2:18]4)[CH2:16]2)[CH2:22]3)[C@H:6]([C:12]#[N:13])[CH2:7][CH2:8]1)#[CH:11]. Procedure: To a stirred solution of Example 8D (0.06 g, 0.305 mmol) in acetonitrile (3 mL) at room temperature under nitrogen, was added 3-amino-1-adamantanol (0.1 g, 0.61 mmol). The reaction mixture was stirred for two days and then concentrated under reduced pressure. The residue was flash chromatographed with 5-7% MeOH/CH2Cl2 to provide the desired compound as a pale yellow oil. MS (DCI) m/z 328 (M+H)+; 1H NMR (300 MHz, DMSO-d6) δ 1.5-2 (14H, m), 2.11-2.21 (2H, m), 2.45-2.48 (2H, m), 3.78 (1H, d), 3.8-4...